Dataset: the Open Reaction Database (ORD), a public repository of structured organic reaction records. Task: describe an organic reaction: reactants, conditions, products, and yield Starting materials: N(C(=O)N)C=1C=C2CC(NC2=CC1)=O (5-ureidoindolin-2-one), BrC=1C=C(NC1)C=O (4-bromo-2-pyrrolecarboxaldehyde), N1CCCCC1 (piperidine). The solvent is C(C)O (ethanol). Yields the product N(C(=O)N)C=1C=C2C(C(NC2=CC1)=O)=CC=1NC=C(C1)Br (5-ureido-3-[(4-bromopyrrol-2-yl)methylene]indolin-2-one). Reaction SMILES: [NH:1]([C:5]1[CH:6]=[C:7]2[C:11](=[CH:12][CH:13]=1)[NH:10][C:9](=[O:14])[CH2:8]2)[C:2]([NH2:4])=[O:3].[Br:15][C:16]1[CH:17]=[C:18]([CH:21]=O)[NH:19][CH:20]=1.N1CCCCC1>C(O)C>[NH:1]([C:5]1[CH:6]=[C:7]2[C:11](=[CH:12][CH:13]=1)[NH:10][C:9](=[O:14])[C:8]2=[CH:21][C:18]1[NH:19][CH:20]=[C:16]([Br:15])[CH:17]=1)[C:2]([NH2:4])=[O:3]. Procedure details: To a solution 5-ureidoindolin-2-one (326 mg, 1.71 mmol) in ethanol was added 4-bromo-2-pyrrolecarboxaldehyde (297 mg, 1.71 mmol), and piperidine (0.2 mL). The reaction mixture was refluxed for 18 hours. The mixture was cooled and filtered to afford a golden-colored solid which was washed with ethanol and ether to afford 5-ureido-3-[(4-bromopyrrol-2-yl)methylene]indolin-2-one; (453 mg); 1H NMR (400 MHz, DMSO-d6) δ 5.77 (s, 2H); 6.74–6.76 (d, 1H); 6.96 (s, 1H); 7.02–7.04 (dd, 1H); 7.41–7.42 (m, 1H... Starting materials: [OH-].[K+] (potassium hydroxide), OC(C(=O)O)CCCCCCCCCCCCCC (2-hydroxyhexadecanoic acid), BrC(C(=O)O)CCCCCCCCCCCCCC (2-Bromohexadecanoic acid), C(CCCCCCCCCCCCCCC)(=O)O (palmitic acid). Reagents/catalysts: [N+](=[N-])=C (diazomethane). Run in CO (methanol). Yields the product COC(C(=O)OC)CCCCCCCCCCCCCC (Methyl 2-methoxyhexadecanoate), OC(C(=O)O)CCCCCCCC (2-hydroxydecanoic acid). As a reaction SMILES: Br[CH:2]([CH2:6][CH2:7][CH2:8][CH2:9][CH2:10][CH2:11][CH2:12][CH2:13][CH2:14][CH2:15][CH2:16][CH2:17][CH2:18][CH3:19])[C:3]([OH:5])=[O:4].[C:20](O)(=[O:36])CCCCCCCCCCCCCCC.[OH-].[K+].[OH:40][CH:41]([CH2:45][CH2:46][CH2:47][CH2:48][CH2:49][CH2:50][CH2:51][CH2:52]CCCCCC)[C:42]([OH:44])=[O:43]>CO.[N+](=C)=[N-]>[CH3:20][O:36][CH:2]([CH2:6][CH2:7][CH2:8][CH2:9][CH2:10][CH2:11][CH2:12][CH2:13][CH2:14][CH2:15][CH2:16][CH2:17][CH2:18][CH3:19])[C:3]([O:5][CH3:41])=[O:4].[OH:40][CH:41]([CH2:45][CH2:46][CH2:47][CH2:48][CH2:49][CH2:50][CH2:51][CH3:52])[C:42]([OH:44])=[O:43] |f:2.3|. Procedure: 2-Bromohexadecanoic acid (m.p. 51.5°-52.5° C) prepared from palmitic acid of high purity according to the method of Schwenk, E. and Papa, D; J. Am. Chem. Soc., 70 (1948) 3626, was treated with a solution of potassium hydroxide in 95 % methanol in an oil bath at 90° C at which 2-hydroxyhexadecanoic acid (m.p. 86.1°-86.3° C after recrystallization from ethanol and then from dichloromethane) was formed. Methyl 2-methoxyhexadecanoate (m.p. 28.6°-30.6° C) was obtained from 2-hydroxydecanoic acid by e...